From a dataset of the Open Reaction Database (ORD), a public repository of structured organic reaction records. describe an organic reaction: reactants, conditions, products, and yield The reactants are C(C)(=O)OC=C (Vinyl acetate), CC1([C@@H]([C@@H]1\C=C(/C(O)=O)\F)C(=O)O)C ((1R,cis,E) 2,2-dimethyl-3-[2-fluoro-3-oxo-3-hydroxy-1-propenyl]-cyclopropane carboxylic acid). Reagents/catalysts: mercuric acetate. Product: CC1([C@@H]([C@@H]1\C=C(/C(OC=C)=O)\F)C(=O)O)C ((1R,cis,E) 2,2-dimethyl-3-[2-fluoro-3-oxo-3-ethenyloxy-1-propenyl]-cyclopropane carboxylic acid). Reaction SMILES: [C:1](OC=C)(=O)[CH3:2].[CH3:7][C:8]1([CH3:20])[C@@H:10](/[CH:11]=[C:12](/[F:16])\[C:13](=[O:15])[OH:14])[C@H:9]1[C:17]([OH:19])=[O:18]>>[CH3:7][C:8]1([CH3:20])[C@@H:10](/[CH:11]=[C:12](/[F:16])\[C:13](=[O:14])[O:15][CH:1]=[CH2:2])[C@H:9]1[C:17]([OH:19])=[O:18]. Procedure details: Vinyl acetate and (1R,cis,E) 2,2-dimethyl-3-[2-fluoro-3-oxo-3-hydroxy-1-propenyl]-cyclopropane carboxylic acid were reacted in the presence of mercuric acetate as a catalyst to obtain (1R,cis,E) 2,2-dimethyl-3-[2-fluoro-3-oxo-3-ethenyloxy-1-propenyl]-cyclopropane carboxylic acid which was reacted with benzyl alcohol to obtain benzyl (1R,cis,E) 2,2-dimethyl-3-[2-fluoro-3-oxo-3-ethenyloxy-1-propenyl]-cyclopropanecarboxylate with a specific rotation of [α]D20 =+26° (c=1.2% in chloroform). Starting materials: BrC=C(C)C1=CC(=C(C=C1)F)F (4-(1-bromoprop-1-en-2-yl)-1,2-difluorobenzene), C(C)C1N(CCC2=C1NC1=CC=C(C=C21)C)C (1-ethyl-2,6-dimethyl-2,3,4,9-tetrahydro-1H-pyrido[3,4-b]indole), N1[C@H](C(=O)O)CCC1 (L-proline), [O-]P(=O)([O-])[O-].[K+].[K+].[K+] (K3PO4). Reagents/catalysts: [Cu]I (CuI). Run in CN(C)C=O (DMF). Reaction conditions: time 10 minute. Yields the product FC=1C=C(C=CC1F)/C(=C/N1C2=C(C3=CC(=CC=C13)C)CCN(C2CC)C)/C ((E)-9-(2-(3,4-difluorophenyl)prop-1-enyl)-1-ethyl-2,6-dimethyl-2,3,4,9-tetrahydro-1H-pyrido[3,4-b]indole). Isolated yield 18.3%. Reaction SMILES: [CH2:1]([CH:3]1[C:8]2[NH:9][C:10]3[C:15]([C:7]=2[CH2:6][CH2:5][N:4]1[CH3:17])=[CH:14][C:13]([CH3:16])=[CH:12][CH:11]=3)[CH3:2].N1CCC[C@H]1C(O)=O.[O-]P([O-])([O-])=O.[K+].[K+].[K+].Br[CH:35]=[C:36]([C:38]1[CH:43]=[CH:42][C:41]([F:44])=[C:40]([F:45])[CH:39]=1)[CH3:37]>CN(C=O)C.[Cu]I>[F:45][C:40]1[CH:39]=[C:38](/[C:36](/[CH3:37])=[CH:35]/[N:9]2[C:10]3[C:15](=[CH:14][C:13]([CH3:16])=[CH:12][CH:11]=3)[C:7]3[CH2:6][CH2:5][N:4]([CH3:17])[CH:3]([CH2:1][CH3:2])[C:8]2=3)[CH:43]=[CH:42][C:41]=1[F:44] |f:2.3.4.5|. Procedure details: 1-ethyl-2,6-dimethyl-2,3,4,9-tetrahydro-1H-pyrido[3,4-b]indole (82 mg, 0.36 mmol) was dissolved in DMF (6 mL). To this solution was added CuI (8 mg, 0.036 mmol), L-proline (9 mg, 0.086 mmol), K3PO4 (183 mg, 0.86 mmol). The reaction mixture was stirred for 10 min at room temperature followed by addition of 4-(1-bromoprop-1-en-2-yl)-1,2-difluorobenzene (100 mg, 0.43 mmol). The reaction mixture was heated at 80° C. for 18 h. Solvent was evaporated under reduced pressure, the residue was diluted wit...